Dataset: the Open Reaction Database (ORD), a public repository of structured organic reaction records. Task: describe an organic reaction: reactants, conditions, products, and yield Yields the product FC1=C(OC2=NC=C3C(=N2)NN=C3N[C@@H](CS(=O)(=O)C)C)C=CC(=C1)F ([6-(2,4-difluoro-phenoxy)-1H-pyrazolo[3,4-d]pyrimidin-3-yl]-((R)-2-methanesulfonyl-1-methyl-ethyl)-amine). RXN SMILES: C(OC([NH:8][N:9]=[C:10]([C:19]1[C:20](OC2C=CC(F)=CC=2F)=[N:21][C:22]([O:25][C:26]2[CH:31]=[CH:30][C:29]([F:32])=[CH:28][C:27]=2[F:33])=[N:23][CH:24]=1)[NH:11][C@H:12]([CH3:18])[CH2:13][S:14]([CH3:17])(=[O:16])=[O:15])=O)(C)(C)C.C(=O)(O)[O-].[Na+]>C1(C)C=CC=CC=1.Cl.C(OC(C)C)(=O)C>[F:33][C:27]1[CH:28]=[C:29]([F:32])[CH:30]=[CH:31][C:26]=1[O:25][C:22]1[N:21]=[C:20]2[NH:8][N:9]=[C:10]([NH:11][C@H:12]([CH3:18])[CH2:13][S:14]([CH3:17])(=[O:15])=[O:16])[C:19]2=[CH:24][N:23]=1 |f:1.2|. Procedure details: A solution of 1.02 kg of N′-[[2,4-bis-(2,4-difluoro-phenoxy)-pyrimidin-5-yl]-((R)-2-methanesulfonyl-1-methyl-ethylamino)-methylene]-hydrazinecarboxylic acid tert-butyl ester in toluene (6-8 l) and conc HCl. (500 ml) was stirred at room temperature overnight. The reaction mixture was diluted with iso-propyl acetate (3.5 L) and a saturated aqueous sodium bicarbonate solution was added. The resulting solid precipitate was collected by filtration, washed with aqueous sodium bicarbonate, water, then ... Reactants: C(C)(C)(C)OC(=O)NN=C(N[C@@H](CS(=O)(=O)C)C)C=1C(=NC(=NC1)OC1=C(C=C(C=C1)F)F)OC1=C(C=C(C=C1)F)F (N′-[[2,4-bis-(2,4-difluoro-phenoxy)-pyrimidin-5-yl]-((R)-2-methanesulfonyl-1-methyl-ethylamino)-methylene]-hydrazinecarboxylic acid tert-butyl ester), C([O-])(O)=O.[Na+] (sodium bicarbonate). Isolated yield 71.4%. Run in Cl (HCl), C(C)(=O)OC(C)C (iso-propyl acetate), C1(=CC=CC=C1)C (toluene). Run at time 8 hour. Yields the product Cl.COC1=CC=C(CN(C[C@H](COC=2C=C(C=CC2)CC(=O)O)C)CC(C2=CC=CC=C2)C2=CC=CC=C2)C=C1 ((R)-2-(3-{3-[[4-Methoxy-benzyl](2,2-diphenylethyl)amino]-2-methyl-propoxy}-phenyl)acetic acid hydrochloride salt). Reactants: carboxylic acid, C1(=CC=CC=C1)C(CNC[C@H](COC=1C=C(C=CC1)CC(=O)O)C)C1=CC=CC=C1 ((R)-2-(3-{3-[(2,2-diphenylethyl)amino]2-methyl-propoxy}phenyl)acetic acid), ClC1=C(C=O)C=CC=C1C(F)(F)F (2-chloro-3-trifluoromethylbenzaldehyde), Cl.CCOCC (HCl Et2O), COC1=CC=C(C=O)C=C1 (4-methoxybenzaldehyde), COC(C)=O (acetic acid methyl ester), amine carboxylic acid. Procedure: Following the procedure of Example 7(d) except (R)-2-(3-{3-[(2,2-diphenylethyl)amino]2-methyl-propoxy}phenyl)acetic acid and 4-methoxybenzaldehyde were used instead of (R)-2-(3-{3-(2,2-diphenylethyl)amino]-3-methyl-propoxy}-phenyl)acetic acid methyl ester and 2-chloro-3-trifluoromethylbenzaldehyde in step (d) the corresponding carboxylic acid was obtained. The resulting amine/carboxylic acid was dissolved in Et2O (diethylether) and acidified with 1.0 M HCl/Et2O. The reaction mixture was concentr... As a reaction SMILES: [C:1]1([CH:7]([C:25]2[CH:30]=[CH:29][CH:28]=[CH:27][CH:26]=2)[CH2:8][NH:9][CH2:10][C@@H:11]([CH3:24])[CH2:12][O:13][C:14]2[CH:15]=[C:16]([CH2:20][C:21]([OH:23])=[O:22])[CH:17]=[CH:18][CH:19]=2)[CH:6]=[CH:5][CH:4]=[CH:3][CH:2]=1.[CH3:31][O:32][C:33]1[CH:40]=[CH:39][C:36]([CH:37]=O)=[CH:35][CH:34]=1.COC(=O)C.[Cl:46]C1C(C(F)(F)F)=CC=CC=1C=O.Cl.CCOCC>CCOCC>[ClH:46].[CH3:31][O:32][C:33]1[CH:40]=[CH:39][C:36]([CH2:37][N:9]([CH2:8][CH:7]([C:1]2[CH:2]=[CH:3][CH:4]=[CH:5][CH:6]=2)[C:25]2[CH:26]=[CH:27][CH:28]=[CH:29][CH:30]=2)[CH2:10][C@@H:11]([CH3:24])[CH2:12][O:13][C:14]2[CH:15]=[C:16]([CH2:20][C:21]([OH:23])=[O:22])[CH:17]=[CH:18][CH:19]=2)=[CH:35][CH:34]=1 |f:4.5,7.8|. Solvent: CCOCC (Et2O). Procedure: Following a procedure similar to that described in Preparation 20(b), but using 0.41 g of methyl 3-(1,4-dimethoxy-2-naphthyl)propionate [prepared as described in step (c) above], 68 mg of lithium aluminum hydride and 6 ml of tetrahydrofuran, 0.34 g of the title compound was obtained as a colorless oil. Run in O1CCCC1 (tetrahydrofuran). Product: COC1=C(C=C(C2=CC=CC=C12)OC)CCCO (3-(1,4-Dimethoxy-2-naphthyl)propanol). RXN SMILES: [CH3:1][O:2][C:3]1[C:12]2[C:7](=[CH:8][CH:9]=[CH:10][CH:11]=2)[C:6]([O:13][CH3:14])=[CH:5][C:4]=1[CH2:15][CH2:16][C:17](OC)=[O:18].[H-].[Al+3].[Li+].[H-].[H-].[H-]>O1CCCC1>[CH3:1][O:2][C:3]1[C:12]2[C:7](=[CH:8][CH:9]=[CH:10][CH:11]=2)[C:6]([O:13][CH3:14])=[CH:5][C:4]=1[CH2:15][CH2:16][CH2:17][OH:18] |f:1.2.3.4.5.6|. The yield is 92.4%. Reactants: 20(b), COC1=C(C=C(C2=CC=CC=C12)OC)CCC(=O)OC (methyl 3-(1,4-dimethoxy-2-naphthyl)propionate), [H-].[Al+3].[Li+].[H-].[H-].[H-] (lithium aluminum hydride).